Dataset: the Open Reaction Database (ORD), a public repository of structured organic reaction records. Task: describe an organic reaction: reactants, conditions, products, and yield Starting materials: ClCCl, O=C=Nc1ccccc1, c1cc2c3c(cccc3c1)C(NCCCn1ccnc1)=N2. The product is O=C(Nc1ccccc1)N(CCCn1ccnc1)C1=Nc2cccc3cccc1c23. As a reaction SMILES: [Cl:31][CH2:32][Cl:33].[c:22]1([N:28]=[C:29]=[O:30])[cH:23][cH:24][cH:25][cH:26][cH:27]1.[n:1]1([CH2:6][CH2:7][CH2:8][NH:9][C:10]2=[N:11][c:12]3[cH:13][cH:14][cH:15][c:16]4[c:17]3[c:18]2[cH:19][cH:20][cH:21]4)[cH:2][n:3][cH:4][cH:5]1>>[n:1]1([CH2:6][CH2:7][CH2:8][N:9]([C:10]2=[N:11][c:12]3[cH:13][cH:14][cH:15][c:16]4[c:17]3[c:18]2[cH:19][cH:20][cH:21]4)[C:29]([NH:28][c:22]2[cH:23][cH:24][cH:25][cH:26][cH:27]2)=[O:30])[cH:2][n:3][cH:4][cH:5]1.